Dataset: the Open Reaction Database (ORD), a public repository of structured organic reaction records. Task: describe an organic reaction: reactants, conditions, products, and yield The reactants are BrC1=C(C=C(C=C1)CC1CCNCC1)O (2-bromo-5-(piperidin-4-ylmethyl)phenol), CC1=CC=C(C=C1)S(=O)(=O)OCCC=1C=C2C(CCOC2=CC1)=O (2-(4-oxo-3,4-dihydro-2H-chromen-6-yl)ethyl 4-methylbenzenesulfonate), C([O-])([O-])=O.[K+].[K+] (potassium carbonate), O (water). The solvent is C(C)#N (acetonitrile), CN(C=O)C (dimethylformamide). Run at temperature 57.5 celsius, time 6 hour. Product: BrC1=C(C=C(CC2CCN(CC2)CCC=2C=C3C(CCOC3=CC2)=O)C=C1)O (6-{2-[4-(4-Bromo-3-hydroxybenzyl)piperidin-1-yl]ethyl}-2,3-dihydro-4H-chromen-4-one). Reaction SMILES: [Br:1][C:2]1[CH:7]=[CH:6][C:5]([CH2:8][CH:9]2[CH2:14][CH2:13][NH:12][CH2:11][CH2:10]2)=[CH:4][C:3]=1[OH:15].CC1C=CC(S(O[CH2:27][CH2:28][C:29]2[CH:30]=[C:31]3[C:36](=[CH:37][CH:38]=2)[O:35][CH2:34][CH2:33][C:32]3=[O:39])(=O)=O)=CC=1.C(=O)([O-])[O-].[K+].[K+].O>C(#N)C.CN(C)C=O>[Br:1][C:2]1[CH:7]=[CH:6][C:5]([CH2:8][CH:9]2[CH2:10][CH2:11][N:12]([CH2:27][CH2:28][C:29]3[CH:30]=[C:31]4[C:36](=[CH:37][CH:38]=3)[O:35][CH2:34][CH2:33][C:32]4=[O:39])[CH2:13][CH2:14]2)=[CH:4][C:3]=1[OH:15] |f:2.3.4|. Procedure details: A suspension of 2-bromo-5-(piperidin-4-ylmethyl)phenol (RE4) (500 mg, 1.9 mmol), 2-(4-oxo-3,4-dihydro-2H-chromen-6-yl)ethyl 4-methylbenzenesulfonate (RE6) (612 mg, 1.8 mmol) and potassium carbonate (489 mg, 3.5 mmol) in acetonitrile (50 mL) and dimethylformamide (20 mL) was stirred at 55-60° C. for 6 hours. The reaction mixture was cooled to room temperature, and then, water was added thereto, followed by extraction with ethyl acetate. The organic layer was dried over anhydrous sodium sulfate. T... Starting materials: BrC1=C(C(=CC=2C(=CCC(C12)(C)C)C(C)(C)C)C(C)=O)OCC (1-(4-bromo-8-tert-butyl-3-ethoxy-5,5-dimethyl-5,6-dihydro-naphthalen-2-yl)-ethanone), CCOC(=O)C(F)P(=O)(OCC)OCC (triethyl-2-fluoro-2-phosphonoacetate), C(CCC)[Li] (n-butyllithium). Run in C1CCOC1 (THF). The product is BrC1=C(C(=CC=2C(=CCC(C12)(C)C)C(C)(C)C)/C(=C(\C(=O)OCC)/F)/C)OCC (Ethyl (2E)-3-(4-bromo-8-tert-butyl-3-ethoxy-5,5-dimethyl-5,6-dihydro-naphthalen-2-yl)-2-fluoro-but-2-enoate). As a reaction SMILES: [Br:1][C:2]1[C:11]2[C:10]([CH3:13])([CH3:12])[CH2:9][CH:8]=[C:7]([C:14]([CH3:17])([CH3:16])[CH3:15])[C:6]=2[CH:5]=[C:4]([C:18](=O)[CH3:19])[C:3]=1[O:21][CH2:22][CH3:23].[CH3:24][CH2:25][O:26][C:27]([CH:29](P(OCC)(OCC)=O)[F:30])=[O:28].C([Li])CCC>C1COCC1>[Br:1][C:2]1[C:11]2[C:10]([CH3:13])([CH3:12])[CH2:9][CH:8]=[C:7]([C:14]([CH3:16])([CH3:15])[CH3:17])[C:6]=2[CH:5]=[C:4](/[C:18](/[CH3:19])=[C:29](/[F:30])\[C:27]([O:26][CH2:25][CH3:24])=[O:28])[C:3]=1[O:21][CH2:22][CH3:23]. Procedure: As described in General Procedure F-1, 1-(4-bromo-8-tert-butyl-3-ethoxy-5,5-dimethyl-5,6-dihydro-naphthalen-2-yl)-ethanone (Compound A-114, 98 mg, 0.26 mmol) and triethyl-2-fluoro-2-phosphonoacetate (250 mg, 1.03 mmol) were reacted with n-butyllithium (1.6 M in hexanes, 0.65 mL, 1.03 mmol) in THF to produce the title compound after purification by flash column chromatography (silica gel, 2% ethyl acetate in hexane).